The task is: describe an organic reaction: reactants, conditions, products, and yield. This data is from the Open Reaction Database (ORD), a public repository of structured organic reaction records. The reactants are [Al+3], CCOC(C)=O, [Cl-], [Cl-], [Cl-], O=C(Cl)CCl, CC(Cl)Cl, Cl, O=C1Cc2ccccc2N1, O. Yields the product O=C1Cc2cc(C(=O)CCl)ccc2N1. RXN SMILES: [Al+3:12].[CH3:26][CH2:27][O:28][C:29](=[O:30])[CH3:31].[Cl-:11].[Cl-:13].[Cl-:14].[Cl:15][CH2:16][C:17](=[O:18])[Cl:19].[Cl:21][CH:22]([Cl:23])[CH3:24].[ClH:20].[NH:1]1[C:2](=[O:10])[CH2:3][c:4]2[cH:5][cH:6][cH:7][cH:8][c:9]21.[OH2:25]>>[NH:1]1[C:2](=[O:10])[CH2:3][c:4]2[cH:5][c:6]([C:17]([CH2:16][Cl:15])=[O:18])[cH:7][cH:8][c:9]21. Starting materials: CC(C)(C)OC(=O)NC1CN(C(=O)OCc2ccccc2)CC1C=O, CCOCC, [Cl-], [Cl-], [Cl-], [Cl-], Cl, ICI, C1CCOC1, [Ti+4], [Zn]. The product is C=CC1CN(C(=O)OCc2ccccc2)CC1NC(=O)OC(C)(C)C. As a reaction SMILES: [CH2:4]([c:5]1[cH:6][cH:7][cH:8][cH:9][cH:10]1)[O:11][C:12](=[O:13])[N:14]1[CH2:15][CH:16]([NH:21][C:22](=[O:23])[O:24][C:25]([CH3:26])([CH3:27])[CH3:28])[CH:17]([CH:19]=[O:20])[CH2:18]1.[CH3:30][CH2:31][O:32][CH2:33][CH3:34].[Cl-:40].[Cl-:41].[Cl-:42].[Cl-:43].[ClH:29].[I:1][CH2:2][I:3].[O:35]1[CH2:36][CH2:37][CH2:38][CH2:39]1.[Ti+4:44].[Zn:45]>>[CH2:4]([c:5]1[cH:6][cH:7][cH:8][cH:9][cH:10]1)[O:11][C:12](=[O:13])[N:14]1[CH2:15][CH:16]([NH:21][C:22](=[O:23])[O:24][C:25]([CH3:26])([CH3:27])[CH3:28])[CH:17]([CH:19]=[CH2:30])[CH2:18]1. The reactants are CC(C)(C)OC(=O)N1CCC(C(N)=O)C1, CCN(C(C)C)C(C)C, ClCCl, O=C(O)C(F)(F)F, CS(=O)(=O)OCc1cc(Oc2ccc3c(ccn3C(=O)Nc3cccc(C(F)(F)F)c3)c2)ncn1. Product: NC(=O)C1CCN(Cc2cc(Oc3ccc4c(ccn4C(=O)Nc4cccc(C(F)(F)F)c4)c3)ncn2)C1. Reaction SMILES: [C:1]([O:2][C:6](=[O:3])[N:8]1[CH2:9][CH:10]([C:13]([NH2:14])=[O:15])[CH2:11][CH2:12]1)([CH3:4])([CH3:5])[CH3:7].[CH:58]([N:59]([CH2:60][CH3:61])[CH:62]([CH3:63])[CH3:64])([CH3:65])[CH3:66].[Cl:67][CH2:68][Cl:69].[F:16][C:17]([F:18])([F:19])[C:20]([OH:21])=[O:22].[F:23][C:24]([c:25]1[cH:26][c:27]([NH:31][C:32](=[O:33])[n:34]2[cH:35][cH:36][c:37]3[cH:38][c:39]([O:43][c:44]4[cH:45][c:46]([CH2:50][O:51][S:52]([CH3:53])(=[O:54])=[O:55])[n:47][cH:48][n:49]4)[cH:40][cH:41][c:42]23)[cH:28][cH:29][cH:30]1)([F:56])[F:57]>>[CH2:6]([N:8]1[CH2:9][CH:10]([C:13]([NH2:14])=[O:15])[CH2:11][CH2:12]1)[c:46]1[cH:45][c:44]([O:43][c:39]2[cH:38][c:37]3[cH:36][cH:35][n:34]([C:32]([NH:31][c:27]4[cH:26][c:25]([C:24]([F:23])([F:56])[F:57])[cH:30][cH:29][cH:28]4)=[O:33])[c:42]3[cH:41][cH:40]2)[n:49][cH:48][n:47]1. The reactants are OC1CCCC(=C1/C=C/C#CC1=CC=C(C(=O)OCC)C=C1)C (ethyl (+)-(E)-4-(4-(6-hydroxy-2-methylcyclohex-1-enyl)but-3-en-1-yn-yl)benzoate), OC1CCCC(=C1/C=C/C#CC1=CC=C(C(=O)OCC)C=C1)C (ethyl (+)-(E)-4-(4-(6-hydroxy-2-methylcyclohex-1-enyl)but-3-en-1-yn-yl)benzoate), C(C(C)C)(=O)Cl (iso-butyryl chloride). Product: C(C(C)C)(=O)OC1CCCC(=C1/C=C/C#CC1=CC=C(C(=O)OCC)C=C1)C (Ethyl (+)-(E)-4-(4-(6-iso-Butyryloxy-2-methyicyclohex-1-enyl)but-3-ene-1-ynyl)benzoate). RXN SMILES: [OH:1][CH:2]1[C:7](/[CH:8]=[CH:9]/[C:10]#[C:11][C:12]2[CH:22]=[CH:21][C:15]([C:16]([O:18][CH2:19][CH3:20])=[O:17])=[CH:14][CH:13]=2)=[C:6]([CH3:23])[CH2:5][CH2:4][CH2:3]1.[C:24](Cl)(=[O:28])[CH:25]([CH3:27])[CH3:26]>>[C:24]([O:1][CH:2]1[C:7](/[CH:8]=[CH:9]/[C:10]#[C:11][C:12]2[CH:22]=[CH:21][C:15]([C:16]([O:18][CH2:19][CH3:20])=[O:17])=[CH:14][CH:13]=2)=[C:6]([CH3:23])[CH2:5][CH2:4][CH2:3]1)(=[O:28])[CH:25]([CH3:27])[CH3:26]. Procedure details: The title compound, a colorless oil, was prepared from ethyl (+)-(E)-4-(4-(6-hydroxy-2-methylcyclohex-1-enyl)but-3-en-1-ynyl)benzoate (Compound 1b, 25 mg, 0.081 mmol) and iso-butyryl chloride (0.084 mL, 0.81 mmol) as described in General Procedure C. [α]D=+138 (EtOAc), PNMR (300 MHz, CDCl3) δ 1.17 (d, 6 H, J=7.7 Hz), 1.39 (t, 3 H, J=7.1 Hz), 1.67 (m, 3 H), 1.92 (s, 3 H), 1.96 (m, 1 H), 2.21 (m, 2 H), 2.54 (m, 1 H, J=7.7 Hz), 4.3 7 (q, 2 H, J=7.1 Hz), 5.66 (s, 1 H), 5.67 (d, 1 H, J=16 Hz), 7.0 8 ... Yields the product Cc1nc(-c2ccc(Cl)c(N)c2)c(Cl)n1C(F)F. Reactants: CCOC(C)=O, CO, CC(=O)O, Cc1nc(-c2ccc(Cl)c([N+](=O)[O-])c2)c(Cl)n1C(F)F, [Fe], O. RXN SMILES: [CH3:22][CH2:23][O:24][C:25](=[O:26])[CH3:27].[CH3:28][OH:29].[CH3:30][C:31](=[O:32])[OH:33].[Cl:1][c:2]1[c:3](-[c:11]2[cH:12][c:13]([N+:18]([O-:19])=[O:20])[c:14]([Cl:17])[cH:15][cH:16]2)[n:4][c:5]([CH3:10])[n:6]1[CH:7]([F:8])[F:9].[Fe:34].[OH2:21]>>[Cl:1][c:2]1[c:3](-[c:11]2[cH:12][c:13]([NH2:18])[c:14]([Cl:17])[cH:15][cH:16]2)[n:4][c:5]([CH3:10])[n:6]1[CH:7]([F:8])[F:9].